Task: describe an organic reaction: reactants, conditions, products, and yield. Dataset: the Open Reaction Database (ORD), a public repository of structured organic reaction records Reactants: Cl (hydrochloric acid), C1(CCCCC1)C1(C(OC2=C1C(=C(C(=C2C)C)N2CCN(CC2)C2=CC=C(C=C2)OC)C)(C)C)O (1-(3-cyclohexyl-3-hydroxy-2,2,4,6,7-pentamethyl-2,3-dihydro-1-benzofuran-5-yl)-4-(4-methoxyphenyl)piperazine). The solvent is C1CCOC1 (THF), CO (methanol). Conditions: time 12 hour. Product: Cl.C1(CCCCC1)=C1C(OC2=C1C(=C(C(=C2C)C)N2CCN(CC2)C2=CC=C(C=C2)OC)C)(C)C (1-(3-cyclohexylidene-2,2,4,6,7-pentamethyl-2,3-dihydro-1-benzofuran-5-yl)-4-(4-methoxyphenyl)piperazine hydrochloride). Yield: 75.0%. RXN SMILES: [ClH:1].[CH:2]1([C:8]2(O)[C:12]3[C:13]([CH3:33])=[C:14]([N:19]4[CH2:24][CH2:23][N:22]([C:25]5[CH:30]=[CH:29][C:28]([O:31][CH3:32])=[CH:27][CH:26]=5)[CH2:21][CH2:20]4)[C:15]([CH3:18])=[C:16]([CH3:17])[C:11]=3[O:10][C:9]2([CH3:35])[CH3:34])[CH2:7][CH2:6][CH2:5][CH2:4][CH2:3]1>C1COCC1.CO>[ClH:1].[C:2]1(=[C:8]2[C:12]3[C:13]([CH3:33])=[C:14]([N:19]4[CH2:20][CH2:21][N:22]([C:25]5[CH:26]=[CH:27][C:28]([O:31][CH3:32])=[CH:29][CH:30]=5)[CH2:23][CH2:24]4)[C:15]([CH3:18])=[C:16]([CH3:17])[C:11]=3[O:10][C:9]2([CH3:35])[CH3:34])[CH2:7][CH2:6][CH2:5][CH2:4][CH2:3]1 |f:4.5|. Procedure: Concentrated hydrochloric acid (0.5 mL) was added to a solution of 1-(3-cyclohexyl-3-hydroxy-2,2,4,6,7-pentamethyl-2,3-dihydro-1-benzofuran-5-yl)-4-(4-methoxyphenyl)piperazine (670 mg, 1.4 mmol) obtained in Example 43 in THF (5 ml) and methanol (5 ml) and the mixture was stirred at room temperature for 12 hours. The reaction mixture was concentrated under reduced pressure and the residue was made to basic with 10% aqueous potassium carbonate. The mixture was extracted with ethyl acetate. The org... Starting materials: C(C)(C)(C)OC(N[C@H]1CSC[C@H]([C@H]1O)CC1=CC(=C(C=C1)[N+](=O)[O-])F)=O ([(3R*,4R*,5S*)-5-(3-fluoro-4-nitro-benzyl)-4-hydroxy-tetrahydro-thiopyran-3-yl]-carbamic acid tert-butyl ester), OOS(=O)[O-].[K+] (oxone), CC(=O)[O-].[Na+] (NaOAc), S(=O)(=O)([O-])S(=O)[O-].[Na+].[Na+] (sodium meta-bisulfite). Solvent: C1CCOC1 (THF), O (water). Reaction conditions: temperature 25 celsius, time 2 hour. The product is C(C)(C)(C)OC(N[C@H]1CS(C[C@H]([C@@H]1O)CC1=CC(=C(C=C1)[N+](=O)[O-])F)(=O)=O)=O ([(3R*,4S*,5S*)-5-(3-Fluoro-4-nitro-benzyl)-4-hydroxy-1,1-dioxo-hexahydro-1lambda*6*-thiopyran-3-yl]-carbamic acid tert-butyl ester). RXN SMILES: [C:1]([O:5][C:6](=[O:26])[NH:7][C@@H:8]1[C@H:13]([OH:14])[C@H:12]([CH2:15][C:16]2[CH:21]=[CH:20][C:19]([N+:22]([O-:24])=[O:23])=[C:18]([F:25])[CH:17]=2)[CH2:11]S[CH2:9]1)([CH3:4])([CH3:3])[CH3:2].O[O:28][S:29]([O-:31])=O.[K+].CC([O-])=O.[Na+].S(S([O-])=O)([O-])(=O)=O.[Na+].[Na+]>C1COCC1.O>[C:1]([O:5][C:6](=[O:26])[NH:7][C@@H:8]1[C@@H:13]([OH:14])[C@H:12]([CH2:15][C:16]2[CH:21]=[CH:20][C:19]([N+:22]([O-:24])=[O:23])=[C:18]([F:25])[CH:17]=2)[CH2:11][S:29](=[O:31])(=[O:28])[CH2:9]1)([CH3:3])([CH3:4])[CH3:2] |f:1.2,3.4,5.6.7|. Procedure: To a solution of [(3R*,4R*,5S*)-5-(3-fluoro-4-nitro-benzyl)-4-hydroxy-tetrahydro-thiopyran-3-yl]-carbamic acid tert-butyl ester (0.78 g, 2.0 mmol) in THF (15 mL) was added water (15 mL) and oxone (2.62 g, 4.2 mmol) and the reaction mixture was stirred for 2 h at 25° C. The excess oxone was destroyed after addition of 2 equivalents of NaOAc with sodium meta-bisulfite and the product was extracted with EtOAc. Combined extracts were washed with brine, dried over MgSO4 and evaporated. The title comp... Reactants: CCOCC, Cn1c(C(F)(F)F)cc(=O)n(-c2cc(OCCO)c(Cl)cc2F)c1=O, CCOC(=O)Cl, c1ccncc1. Product: CCOC(=O)OCCOc1cc(-n2c(=O)cc(C(F)(F)F)n(C)c2=O)c(F)cc1Cl. RXN SMILES: [CH3:38][CH2:39][O:40][CH2:41][CH3:42].[Cl:1][c:2]1[cH:3][c:4]([F:25])[c:5](-[n:12]2[c:13](=[O:24])[n:14]([CH3:23])[c:15]([C:19]([F:20])([F:21])[F:22])[cH:16][c:17]2=[O:18])[cH:6][c:7]1[O:8][CH2:9][CH2:10][OH:11].[Cl:26][C:27](=[O:28])[O:29][CH2:30][CH3:31].[cH:32]1[cH:33][cH:34][n:35][cH:36][cH:37]1>>[Cl:1][c:2]1[cH:3][c:4]([F:25])[c:5](-[n:12]2[c:13](=[O:24])[n:14]([CH3:23])[c:15]([C:19]([F:20])([F:21])[F:22])[cH:16][c:17]2=[O:18])[cH:6][c:7]1[O:8][CH2:9][CH2:10][O:11][C:27](=[O:28])[O:29][CH2:30][CH3:31].